This data is from the Open Reaction Database (ORD), a public repository of structured organic reaction records. The task is: describe an organic reaction: reactants, conditions, products, and yield The reactants are O=C([O-])[O-], O=C([O-])O, C1CCNCC1, CCC(C)=O, O=C1NCCn2c1cc1cc(OCCCCl)ccc12, [I-], [K+], [K+], [K+], [Na+]. Yields the product O=C1NCCn2c1cc1cc(OCCCN3CCCCC3)ccc12. As a reaction SMILES: [C:20](=[O:21])([O-:22])[O-:23].[C:34](=[O:35])([OH:36])[O-:37].[CH2:28]1[CH2:29][CH2:30][NH:31][CH2:32][CH2:33]1.[CH3:39][C:40](=[O:41])[CH2:42][CH3:43].[Cl:1][CH2:2][CH2:3][CH2:4][O:5][c:6]1[cH:7][c:8]2[cH:9][c:10]3[n:11]([c:12]2[cH:13][cH:14]1)[CH2:15][CH2:16][NH:17][C:18]3=[O:19].[I-:27].[K+:24].[K+:25].[K+:26].[Na+:38]>>[CH2:2]([CH2:3][CH2:4][O:5][c:6]1[cH:7][c:8]2[cH:9][c:10]3[n:11]([c:12]2[cH:13][cH:14]1)[CH2:15][CH2:16][NH:17][C:18]3=[O:19])[N:31]1[CH2:30][CH2:29][CH2:28][CH2:33][CH2:32]1.